This data is from the Open Reaction Database (ORD), a public repository of structured organic reaction records. The task is: describe an organic reaction: reactants, conditions, products, and yield The reactants are O=C([O-])[O-], CC(C)I, Cl, [K+], [K+], CN(C)C=O, O, COC(=O)c1ccc(COc2ccc(Cl)cc2NS(=O)(=O)c2ccccc2)cc1. The product is COC(=O)c1ccc(COc2ccc(Cl)cc2N(C(C)C)S(=O)(=O)c2ccccc2)cc1. As a reaction SMILES: [C:41](=[O:42])([O-:43])[O-:44].[CH:30]([CH3:31])([CH3:32])[I:33].[ClH:35].[K+:45].[K+:46].[O:36]=[CH:37][N:38]([CH3:39])[CH3:40].[OH2:34].[c:1]1([S:7](=[O:8])(=[O:9])[NH:10][c:11]2[c:12]([O:13][CH2:14][c:15]3[cH:16][cH:17][c:18]([C:19](=[O:20])[O:21][CH3:22])[cH:23][cH:24]3)[cH:25][cH:26][c:27]([Cl:29])[cH:28]2)[cH:2][cH:3][cH:4][cH:5][cH:6]1>>[c:1]1([S:7](=[O:8])(=[O:9])[N:10]([c:11]2[c:12]([O:13][CH2:14][c:15]3[cH:16][cH:17][c:18]([C:19](=[O:20])[O:21][CH3:22])[cH:23][cH:24]3)[cH:25][cH:26][c:27]([Cl:29])[cH:28]2)[CH:30]([CH3:31])[CH3:32])[cH:2][cH:3][cH:4][cH:5][cH:6]1. Starting materials: ClCCOC1=NNC2=NC=NC(=C21)NC2=CC(=C(C=C2)OC=2C=NC(=CC2)C)Cl (3-(2-chloroethoxy)-N-{3-chloro-4-[(6-methylpyridin-3-yl)oxy]phenyl}-1H-pyrazolo[3,4-d]pyrimidin-4-amine), COC[C@@H]1NCCC1 ((2R)-2-(methoxymethyl)pyrrolidine). The product is ClC=1C=C(C=CC1OC=1C=NC(=CC1)C)NC1=C2C(=NC=N1)NN=C2OCCN2[C@H](CCC2)COC (N-{3-chloro-4-[(6-methylpyridin-3-yl)oxy]phenyl}-3-{2-[(2R)-2-(methoxymethyl)pyrrolidin-1-yl]ethoxy}-1H-pyrazolo[3,4-d]pyrimidin-4-amine). Isolated yield 58.0%. RXN SMILES: Cl[CH2:2][CH2:3][O:4][C:5]1[C:13]2[C:8](=[N:9][CH:10]=[N:11][C:12]=2[NH:14][C:15]2[CH:20]=[CH:19][C:18]([O:21][C:22]3[CH:23]=[N:24][C:25]([CH3:28])=[CH:26][CH:27]=3)=[C:17]([Cl:29])[CH:16]=2)[NH:7][N:6]=1.[CH3:30][O:31][CH2:32][C@H:33]1[CH2:37][CH2:36][CH2:35][NH:34]1>>[Cl:29][C:17]1[CH:16]=[C:15]([NH:14][C:12]2[N:11]=[CH:10][N:9]=[C:8]3[NH:7][N:6]=[C:5]([O:4][CH2:3][CH2:2][N:34]4[CH2:35][CH2:36][CH2:37][C@@H:33]4[CH2:32][O:31][CH3:30])[C:13]=23)[CH:20]=[CH:19][C:18]=1[O:21][C:22]1[CH:23]=[N:24][C:25]([CH3:28])=[CH:26][CH:27]=1. Reported procedure: The procedure described in Example 23 was repeated using 3-(2-chloroethoxy)-N-{3-chloro-4-[(6-methylpyridin-3-yl)oxy]phenyl}-1H-pyrazolo[3,4-d]pyrimidin-4-amine (prepared as described in Example 16) and (2R)-2-(methoxymethyl)pyrrolidine to give the title compound in 58% yield; NMR Spectrum: 1.43-1.49 (m, 1H), 1.61-1.70 (m, 2H), 1.81-1.87 (m, 1H), 2.32 (dd, 1H), 2.45 (s, 3H), 2.68 (m, 1H), 2.74-2.80 (m, 1H), 3.13-3.16 (m, 2H), 3.17 (s, 3H), 3.28-3.31 (m, 2H), 4.44 (t, 2H), 7.20 (d, 1H), 7.27 (br ... Reactants: C(C)OC(C1=CC=CC=C1)=C1C(NC2=CC=C(C=C12)[N+](=O)[O-])=O (3-(1-ethoxy-1-phenyl-methylidene)-5-nitro-2-indolinone), C1(C=2C(C(N1CC(=O)N(C)C1=CC=C(N)C=C1)=O)=CC=CC2)=O (4-(N-phthalimidomethylcarbonyl-N-methyl-amino)-aniline). Run in CN(C)C=O (DMF). Product: C1(C=2C(C(N1CC(=O)N(C)C1=CC=C(C=C1)N\C(\C1=CC=CC=C1)=C\1/C(NC3=CC=C(C=C13)[N+](=O)[O-])=O)=O)=CC=CC2)=O ((Z)-3-{1-[4-(N-phthalimidomethylcarbonyl-N-methyl-amino)-phenylamino]-1-phenyl-methylidene}-5-nitro-2-indolinone). As a reaction SMILES: C(O[C:4](=[C:11]1[C:19]2[C:14](=[CH:15][CH:16]=[C:17]([N+:20]([O-:22])=[O:21])[CH:18]=2)[NH:13][C:12]1=[O:23])[C:5]1[CH:10]=[CH:9][CH:8]=[CH:7][CH:6]=1)C.[C:24]1(=[O:46])[N:28]([CH2:29][C:30]([N:32]([C:34]2[CH:40]=[CH:39][C:37]([NH2:38])=[CH:36][CH:35]=2)[CH3:33])=[O:31])[C:27](=[O:41])[C:26]2=[CH:42][CH:43]=[CH:44][CH:45]=[C:25]12>CN(C=O)C>[C:27]1(=[O:41])[N:28]([CH2:29][C:30]([N:32]([C:34]2[CH:40]=[CH:39][C:37]([NH:38]/[C:4](=[C:11]3\[C:12](=[O:23])[NH:13][C:14]4[C:19]\3=[CH:18][C:17]([N+:20]([O-:22])=[O:21])=[CH:16][CH:15]=4)/[C:5]3[CH:6]=[CH:7][CH:8]=[CH:9][CH:10]=3)=[CH:36][CH:35]=2)[CH3:33])=[O:31])[C:24](=[O:46])[C:25]2=[CH:45][CH:44]=[CH:43][CH:42]=[C:26]12. Reported procedure: Prepared analogously to Example 89 from 3-(1-ethoxy-1-phenyl-methylidene)-5-nitro-2-indolinone and 4-(N-phthalimidomethylcarbonyl-N-methyl-amino)-aniline in DMF. Yields the product C(C)N1C2=CC=CC=C2C=2C=CC=CC12 (N-ethylcarbazole). Procedure: A 0.5-liter autoclave equipped with a stirrer was charged with carbazole (82.4 g), o-dichlorobenzene (100 g), ethyl chloride (40.2 g), 48% sodium hydroxide (55.8 g) and tributylamine (9.2 g). After the atmosphere in the autoclave was replaced with nitrogen gas, the autoclave was heated to the reaction temperature of 100° C. and the reaction mixture was stirred at the same temperature for 9 hours, while keeping the temperature. After completion of the reaction, the mixture was cooled to 50° C. Th... RXN SMILES: [CH:1]1[C:13]2[NH:12][C:11]3[C:6](=[CH:7][CH:8]=[CH:9][CH:10]=3)[C:5]=2[CH:4]=[CH:3][CH:2]=1.[CH2:14](Cl)[CH3:15].[OH-].[Na+].C(N(CCCC)CCCC)CCC>ClC1C=CC=CC=1Cl>[CH2:14]([N:12]1[C:11]2[CH:10]=[CH:9][CH:8]=[CH:7][C:6]=2[C:5]2[C:13]1=[CH:1][CH:2]=[CH:3][CH:4]=2)[CH3:15] |f:2.3|. Reactants: C1=CC=CC=2C3=CC=CC=C3NC12 (carbazole), C(C)Cl (ethyl chloride), [OH-].[Na+] (sodium hydroxide), C(CCC)N(CCCC)CCCC (tributylamine). Solvent: ClC1=C(C=CC=C1)Cl (o-dichlorobenzene), ClC1=C(C=CC=C1)Cl (o-dichlorobenzene). Reaction conditions: temperature 100 celsius, time 9 hour. Reactants: FC1=C(C=CC(=C1)I)NC1=C(C=C2CNC(C2=C1)=O)C(=O)O (6-(2-Fluoro-4-iodo-phenylamino)-1-oxo-2,3-dihydro-1H-isoindole-5-carboxylic acid), C(=C)OCCON (O-(2-vinyloxy-ethyl)-hydroxylamine), C=1C=CC2=C(C1)N=NN2O (HOBt), CCN=C=NCCCN(C)C.Cl (EDCI hydrochloride), CCN(C(C)C)C(C)C (DIPEA). Run in CN(C)C=O (DMF). Conditions: time 16 hour. Yields the product C(=C)OCCONC(=O)C=1C=C2CNC(C2=CC1NC1=C(C=C(C=C1)I)F)=O (6-(2-Fluoro-4-iodo-phenylamino)-1-oxo-2,3-dihydro-1H-isoindole-5-carboxylic acid (2-vinyloxy-ethoxy)-amide). The yield is 38.7%. RXN SMILES: [F:1][C:2]1[CH:7]=[C:6]([I:8])[CH:5]=[CH:4][C:3]=1[NH:9][C:10]1[CH:18]=[C:17]2[C:13]([CH2:14][NH:15][C:16]2=[O:19])=[CH:12][C:11]=1[C:20]([OH:22])=O.[CH:23]([O:25][CH2:26][CH2:27][O:28][NH2:29])=[CH2:24].C1C=CC2N(O)N=NC=2C=1.CCN=C=NCCCN(C)C.Cl.CCN(C(C)C)C(C)C>CN(C=O)C>[CH:23]([O:25][CH2:26][CH2:27][O:28][NH:29][C:20]([C:11]1[CH:12]=[C:13]2[C:17](=[CH:18][C:10]=1[NH:9][C:3]1[CH:4]=[CH:5][C:6]([I:8])=[CH:7][C:2]=1[F:1])[C:16](=[O:19])[NH:15][CH2:14]2)=[O:22])=[CH2:24] |f:3.4|. Reported procedure: 6-(2-Fluoro-4-iodo-phenylamino)-1-oxo-2,3-dihydro-1H-isoindole-5-carboxylic acid (209 mg, 0.52 mmol), O-(2-vinyloxy-ethyl)-hydroxylamine (58 mg, 0.56 mmol), HOBt (77 mg, 0.56 mmol), EDCI hydrochloride (109 mg, 0.56 mmol) and DIPEA (96 μL, 0.56 mmol) were dissolved in DMF (10 mL). The reaction mixture was stirred at room temperature for 16 hours then concentrated in vacuo. The resultant residue was dissolved in ethyl acetate (10 mL), washed with aqueous saturated sodium bicarbonate solution (10 m... Starting materials: 12.05, C(C=C)C1=CC=C(C=2C(C=C(OC21)C(=O)OCC)=O)OCCC(C)C (8-allyl-5-(3-methyl-n-butoxy)-4-oxo-4H-1-benzopyran-2-carboxylic acid, ethyl ester), [H][H] (hydrogen). Reagents/catalysts: [Pd] (palladium/charcoal). The solvent is C(C)O (ethanol). Conditions: time 2 hour. The product is CC(CCOC1=CC=C(C2=C1C(C=C(O2)C(=O)O)=O)CCC)C (5-(3-methyl-n-butoxy)-8-n-propyl-4-oxo-4H-1-benzopyran-2-carboxylic acid). RXN SMILES: [CH2:1]([C:4]1[C:13]2[O:12][C:11]([C:14]([O:16]CC)=[O:15])=[CH:10][C:9](=[O:19])[C:8]=2[C:7]([O:20][CH2:21][CH2:22][CH:23]([CH3:25])[CH3:24])=[CH:6][CH:5]=1)[CH:2]=[CH2:3].[H][H]>[Pd].C(O)C>[CH3:24][CH:23]([CH3:25])[CH2:22][CH2:21][O:20][C:7]1[C:8]2[C:9](=[O:19])[CH:10]=[C:11]([C:14]([OH:16])=[O:15])[O:12][C:13]=2[C:4]([CH2:1][CH2:2][CH3:3])=[CH:5][CH:6]=1. Procedure: A suspension of 12.05 parts of 8-allyl-5-(3-methyl-n-butoxy)-4-oxo-4H-1-benzopyran-2-carboxylic acid, ethyl ester in 225 parts of ethanol was treated with 0.2 parts of 5% palladium/charcoal catalyst and hydrogenated at a pressure of 4 atmospheres. After 30 minutes the hydrogen uptake ceased and the reaction mixture was filtered. The volume of the filtrate was reduced and then water was added. On standing 10.2 parts of 5-(3-methyl-n-butoxy)-8-n-propyl-4-oxo-4H-1-benzopyran-2-carboxylic acid, ethy... The reactants are C1(=CC=C(C=C1)N1C(=NC2=CC=CC=C2C1CC(=O)OC)N(C)CCCCCN(CC1=CC=CC=C1)CC1=CC=CC=C1)C1=CC=CC=C1 (3-(4-Biphenylyl)-2-[N-(5-Dibenzylaminopentyl)-N-Methylamino]-4-Methoxycarbonylmethyl-3,4-Dihydroquinazoline), Pd(C). The solvent is CO (methanol). Conditions: time 24 hour. Yields the product NCCCCCN(C)C1=NC2=CC=CC=C2C(N1C1=CC=C(C=C1)C1=CC=CC=C1)CC(=O)OC (2-[N-(5-Aminopentyl)-N-Methylamino]-3-(4-Biphenylyl)-4-Methoxycarbonylmethyl-3,4-Dihydroquinazoline). Yield: 42.0%. Reaction SMILES: [C:1]1([C:44]2[CH:49]=[CH:48][CH:47]=[CH:46][CH:45]=2)[CH:6]=[CH:5][C:4]([N:7]2[CH:16]([CH2:17][C:18]([O:20][CH3:21])=[O:19])[C:15]3[C:10](=[CH:11][CH:12]=[CH:13][CH:14]=3)[N:9]=[C:8]2[N:22]([CH2:24][CH2:25][CH2:26][CH2:27][CH2:28][N:29](CC2C=CC=CC=2)CC2C=CC=CC=2)[CH3:23])=[CH:3][CH:2]=1>CO>[NH2:29][CH2:28][CH2:27][CH2:26][CH2:25][CH2:24][N:22]([C:8]1[N:7]([C:4]2[CH:3]=[CH:2][C:1]([C:44]3[CH:45]=[CH:46][CH:47]=[CH:48][CH:49]=3)=[CH:6][CH:5]=2)[CH:16]([CH2:17][C:18]([O:20][CH3:21])=[O:19])[C:15]2[C:10](=[CH:11][CH:12]=[CH:13][CH:14]=2)[N:9]=1)[CH3:23]. Procedure details: To a solution of 3-(4-biphenylyl)-2-[N-(5-dibenzylaminopentyl)-N-methylamino]-4-methoxycarbonylmethyl-3,4-dihydroquinazoline (19) (362 mg, 0.556 mmol) in methanol (20 ml) was added 10% Pd(C) (883 mg), and the reaction mixture was stirred under hydrogen atmosphere for 24 hours. After the reaction was completed, the resulting reaction mixture was filtered with celite, extracted with dichloromethane three times and washed with a saline solution. The combined organic phase was dried with anhydrous m...